From a dataset of the Open Reaction Database (ORD), a public repository of structured organic reaction records. describe an organic reaction: reactants, conditions, products, and yield Starting materials: COc1c(C)c2c(c(OS(C)(=O)=O)c1CC=C(Cl)C(=O)OC(C)(C)C)C(=O)OC2, ClCCl, O=C(O)C(F)(F)F. Yields the product COc1c(C)c2c(c(OS(C)(=O)=O)c1CC=C(Cl)C(=O)O)C(=O)OC2. As a reaction SMILES: [CH3:1][S:2](=[O:3])(=[O:4])[O:5][c:6]1[c:7]2[c:11]([c:12]([CH3:28])[c:13]([O:26][CH3:27])[c:14]1[CH2:15][CH:16]=[C:17]([C:18](=[O:19])[O:20][C:21]([CH3:22])([CH3:23])[CH3:24])[Cl:25])[CH2:10][O:9][C:8]2=[O:29].[Cl:37][CH2:38][Cl:39].[OH:30][C:31]([C:32]([F:33])([F:34])[F:35])=[O:36]>>[CH3:1][S:2](=[O:3])(=[O:4])[O:5][c:6]1[c:7]2[c:11]([c:12]([CH3:28])[c:13]([O:26][CH3:27])[c:14]1[CH2:15][CH:16]=[C:17]([C:18](=[O:19])[OH:20])[Cl:25])[CH2:10][O:9][C:8]2=[O:29]. Reactants: O=C([O-])[O-], Cl, NO, [Na+], [Na+], O=Cc1ncn2c1C1CCCN1C(=O)c1ccccc1-2, O, O, O, O, O, O, O, O, O, O, O. The product is O=C1c2ccccc2-n2cnc(C=NO)c2C2CCCN12. As a reaction SMILES: [C:34](=[O:35])([O-:36])[O-:37].[ClH:21].[NH2:22][OH:23].[Na+:38].[Na+:39].[O:1]=[C:2]1[N:3]2[CH:4]([c:5]3[n:6]([cH:13][n:14][c:15]3[CH:16]=[O:17])-[c:7]3[c:8]1[cH:9][cH:10][cH:11][cH:12]3)[CH2:18][CH2:19][CH2:20]2.[OH2:24].[OH2:25].[OH2:26].[OH2:27].[OH2:28].[OH2:29].[OH2:30].[OH2:31].[OH2:32].[OH2:33].[OH2:40]>>[O:1]=[C:2]1[N:3]2[CH:4]([c:5]3[n:6]([cH:13][n:14][c:15]3[CH:16]=[N:22][OH:23])-[c:7]3[c:8]1[cH:9][cH:10][cH:11][cH:12]3)[CH2:18][CH2:19][CH2:20]2. The reactants are C(C)(C)(C)C1=CC(=C(C=C1)C=1N([C@@H]([C@@H](N1)C1=CC=C(C=C1)Cl)C1=CC=C(C=C1)Cl)C(=O)Cl)OCC ((4S,5R)-2-(4-tert-butyl-2-ethoxy-phenyl)-4,5-bis-(4-chloro-phenyl)-4,5-dihydro-imidazole-1-carbonyl chloride), FC(CCN1CCNCC1)(F)F (1-(3,3,3-trifluoro-propyl)-piperazine). The product is Cl.C(C)(C)(C)C1=CC(=C(C=C1)C=1N([C@@H]([C@@H](N1)C1=CC=C(C=C1)Cl)C1=CC=C(C=C1)Cl)C(=O)N1CCN(CC1)CCC(F)(F)F)OCC ([(4S,5R)-2-(4-tert-Butyl-2-ethoxy-phenyl)-4,5-bis-(4-chloro-phenyl)-4,5-dihydro-imidazol-1-yl]-[4-(3,3,3-trifluoro-propyl)-piperazin-1-yl]-methanone hydrochloride). Reaction SMILES: [C:1]([C:5]1[CH:10]=[CH:9][C:8]([C:11]2[N:12]([C:30](Cl)=[O:31])[C@H:13]([C:23]3[CH:28]=[CH:27][C:26]([Cl:29])=[CH:25][CH:24]=3)[C@H:14]([C:16]3[CH:21]=[CH:20][C:19]([Cl:22])=[CH:18][CH:17]=3)[N:15]=2)=[C:7]([O:33][CH2:34][CH3:35])[CH:6]=1)([CH3:4])([CH3:3])[CH3:2].[F:36][C:37]([F:47])([F:46])[CH2:38][CH2:39][N:40]1[CH2:45][CH2:44][NH:43][CH2:42][CH2:41]1>>[ClH:22].[C:1]([C:5]1[CH:10]=[CH:9][C:8]([C:11]2[N:12]([C:30]([N:43]3[CH2:42][CH2:41][N:40]([CH2:39][CH2:38][C:37]([F:46])([F:47])[F:36])[CH2:45][CH2:44]3)=[O:31])[C@H:13]([C:23]3[CH:24]=[CH:25][C:26]([Cl:29])=[CH:27][CH:28]=3)[C@H:14]([C:16]3[CH:17]=[CH:18][C:19]([Cl:22])=[CH:20][CH:21]=3)[N:15]=2)=[C:7]([O:33][CH2:34][CH3:35])[CH:6]=1)([CH3:4])([CH3:2])[CH3:3] |f:2.3|. Procedure details: [(4S,5R)-2-(4-tert-Butyl-2-ethoxy-phenyl)-4,5-bis-(4-chloro-phenyl)-4,5-dihydro-imidazol-1-yl]-[4-(3,3,3-trifluoro-propyl)-piperazin-1-yl]-methanone hydrochloride was prepared from (4S,5R)-2-(4-tert-butyl-2-ethoxy-phenyl)-4,5-bis-(4-chloro-phenyl)-4,5-dihydro-imidazole-1-carbonyl chloride (example 11) and 1-(3,3,3-trifluoro-propyl)-piperazine (example 16i) in an analogous manner as described in example 25. LR-MS: 675.4 [(M+H)+] The reactants are CC(C)(C)OC(=O)N1CCN(c2ccc(Cl)cc2C(=O)O)CC1, C[Si](C)(C)C=[N+]=[N-], CO, Cc1ccccc1. Product: COC(=O)c1cc(Cl)ccc1N1CCN(C(=O)OC(C)(C)C)CC1. Reaction SMILES: [C:1]([CH3:2])([CH3:3])([CH3:4])[O:5][C:6](=[O:7])[N:8]1[CH2:9][CH2:10][N:11]([c:14]2[c:15]([C:21](=[O:22])[OH:23])[cH:16][c:17]([Cl:20])[cH:18][cH:19]2)[CH2:12][CH2:13]1.[CH3:24][Si:25]([CH:26]=[N+:27]=[N-:28])([CH3:29])[CH3:30].[CH3:31][OH:32].[c:33]1([CH3:34])[cH:35][cH:36][cH:37][cH:38][cH:39]1>>[C:1]([CH3:2])([CH3:3])([CH3:4])[O:5][C:6](=[O:7])[N:8]1[CH2:9][CH2:10][N:11]([c:14]2[c:15]([C:21](=[O:22])[O:23][CH3:24])[cH:16][c:17]([Cl:20])[cH:18][cH:19]2)[CH2:12][CH2:13]1. Reactants: C(C)(C)O[Si](C)(C)C (isopropoxytrimethylsilane), O (Water), ClC1=C(C=CC(=C1)F)NS(=O)(=O)C1CCC(C=C1C(=O)OCC)=O (Ethyl 6-[N-(2-chloro-4-fluorophenyl)sulfamoyl]-3-oxo-1-cyclohexene-1-carboxylate), C(C1=CC=CC=C1)(=O)OC[C@@H](CO)O ((R)-2,3-dihydroxypropyl benzoate). The reagents and catalysts are FC(S(=O)(=O)O[Si](C)(C)C)(F)F (trimethylsilyl trifluoromethanesulfonate). Run in ClCCl (dichloromethane). Product: C(C1=CC=CC=C1)(=O)OC[C@@H]1OC2(OC1)C=C(C(CC2)S(NC2=C(C=C(C=C2)F)Cl)(=O)=O)C(=O)OCC (ethyl (2R)-2-benzoyloxymethyl-8-[N-(2-chloro-4-fluorophenyl)sulfamoyl]-1,4-dioxaspiro[4.5]dec-6-ene-7-carboxylate). Yield: 80.9%. As a reaction SMILES: [Cl:1][C:2]1[CH:7]=[C:6]([F:8])[CH:5]=[CH:4][C:3]=1[NH:9][S:10]([CH:13]1[C:18]([C:19]([O:21][CH2:22][CH3:23])=[O:20])=[CH:17][C:16](=[O:24])[CH2:15][CH2:14]1)(=[O:12])=[O:11].[C:25]([O:33][CH2:34][C@H:35](O)[CH2:36][OH:37])(=[O:32])[C:26]1[CH:31]=[CH:30][CH:29]=[CH:28][CH:27]=1.C(O[Si](C)(C)C)(C)C.O>ClCCl.FC(F)(F)S(O[Si](C)(C)C)(=O)=O>[C:25]([O:33][CH2:34][C@H:35]1[CH2:36][O:37][C:16]2([CH2:15][CH2:14][CH:13]([S:10](=[O:12])(=[O:11])[NH:9][C:3]3[CH:4]=[CH:5][C:6]([F:8])=[CH:7][C:2]=3[Cl:1])[C:18]([C:19]([O:21][CH2:22][CH3:23])=[O:20])=[CH:17]2)[O:24]1)(=[O:32])[C:26]1[CH:31]=[CH:30][CH:29]=[CH:28][CH:27]=1. Procedure details: 100 mg (0.27 mmol) of ethyl 6-[N-(2-chloro-4-fluorophenyl)sulfamoyl]-3-oxo-1-cyclohexene-1-carboxylate obtained in Example 7 and 69 mg (0.35 mmol) of (R)-2,3-dihydroxypropyl benzoate were dissolved in 2 ml of dichloromethane and 0.19 ml (1.05 mmol) of isopropoxytrimethylsilane and 2 μl (0.014 mmol) of trimethylsilyl trifluoromethanesulfonate were sequentially added thereto with stirring under ice-cooling, followed by stirring at the same temperature for 1 hour. Water was added to the reaction so...